Task: describe an organic reaction: reactants, conditions, products, and yield. Dataset: the Open Reaction Database (ORD), a public repository of structured organic reaction records The reactants are Example 29, ClC=1N=NC(=CC1)Cl (3,6-dichloropyridazine), CO.CNC (dimethylamine methanol). The product is CN(C)C=1N=NC(=CC1)Cl (3-(N,N-dimethylamino)-6-chloropyridazine). Yield: 96.3%. RXN SMILES: [Cl:1][C:2]1[N:3]=[N:4][C:5](Cl)=[CH:6][CH:7]=1.CO.[CH3:11][NH:12][CH3:13]>>[CH3:11][N:12]([C:5]1[N:4]=[N:3][C:2]([Cl:1])=[CH:7][CH:6]=1)[CH3:13] |f:1.2|. Reported procedure: 3-(N,N-Dimethylamino)-6-chloropyridazine (108f, 510 mg, 96%) was prepared in the same manner as in Example 29 as a white solid using 3,6-dichloropyridazine (107, 500 mg, 3.36 mmol) and a 2.0 M dimethylamine methanol solution (NHMe2 in MeOH, 5 mL, 10 mmol). Reactants: BrCCCCCCBr, [Na+], OCCOc1ccccc1, [OH-], O. Product: BrCCCCCCOCCOc1ccccc1. As a reaction SMILES: [Br:11][CH2:12][CH2:13][CH2:14][CH2:15][CH2:16][CH2:17][Br:18].[Na+:20].[O:1]([c:2]1[cH:3][cH:4][cH:5][cH:6][cH:7]1)[CH2:8][CH2:9][OH:10].[OH-:19].[OH2:21]>>[O:1]([c:2]1[cH:3][cH:4][cH:5][cH:6][cH:7]1)[CH2:8][CH2:9][O:10][CH2:17][CH2:16][CH2:15][CH2:14][CH2:13][CH2:12][Br:11]. The reactants are C(C=C)OC1=C(C=CC=C1[N+](=O)[O-])O (2-allyloxy-3-nitrophenol), C([O-])([O-])=O.[K+].[K+] (potassium carbonate), C(Cl)C1CO1 (epichlorohydrin). Solvent: CC(=O)C (acetone). Yields the product C(C=C)OC1=C(C=CC=C1[N+](=O)[O-])OCC1CO1 (2-allyloxy-1-(2,3-epoxy-propoxy)-3-nitrobenzene). As a reaction SMILES: [CH2:1]([O:4][C:5]1[C:10]([N+:11]([O-:13])=[O:12])=[CH:9][CH:8]=[CH:7][C:6]=1[OH:14])[CH:2]=[CH2:3].C(=O)([O-])[O-].[K+].[K+].[CH2:21]([CH:23]1[O:25][CH2:24]1)Cl>CC(C)=O>[CH2:1]([O:4][C:5]1[C:10]([N+:11]([O-:13])=[O:12])=[CH:9][CH:8]=[CH:7][C:6]=1[O:14][CH2:21][CH:23]1[O:25][CH2:24]1)[CH:2]=[CH2:3] |f:1.2.3|. Reported procedure: 10.0 g of 2-allyloxy-3-nitrophenol, 27 g of potassium carbonate and 54 ml of epichlorohydrin in 300 ml of acetone are stirred under reflux for 15-20 hours. After filtering the reaction mixture and evaporating the filtrate, crude 2-allyloxy-1-(2,3-epoxy-propoxy)-3-nitrobenzene is obtained and this can be used further as such. Starting materials: CCN(CCC(=O)O)C(=S)Nc1c(C)cccc1C, CC(C)=O, Cl. Yields the product CCN1CCC(=O)N(c2c(C)cccc2C)C1=S. Reaction SMILES: [CH3:1][c:2]1[c:3]([NH:9][C:10]([N:11]([CH2:12][CH3:13])[CH2:14][CH2:15][C:16](=[O:17])[OH:18])=[S:19])[c:4]([CH3:8])[cH:5][cH:6][cH:7]1.[CH3:21][C:22](=[O:23])[CH3:24].[ClH:20]>>[CH3:1][c:2]1[c:3]([N:9]2[C:10](=[S:19])[N:11]([CH2:12][CH3:13])[CH2:14][CH2:15][C:16]2=[O:17])[c:4]([CH3:8])[cH:5][cH:6][cH:7]1. Procedure details: Methyl 4-bromo-2-methylbenzoate (1.0 g, 4.4 mmol) was dissolved in triethylamine (5 mL). To the mixture was added copper iodide (43 mg, 5 mol %), followed by PdCl2(PPh3)2 (157 mg, 5 mol %) and ethynylcyclopentane (0.75 mL, 5.3 mmol). The mixture was heated in a sealed pressure tube at 80° C. for 3 hours. After completion of the reaction, the triethylamine was evaporated and the residue was dissolved in EtOAc and filtered through Celite®. The organic layer was washed with water, brine, and dried ... As a reaction SMILES: Br[C:2]1[CH:11]=[CH:10][C:5]([C:6]([O:8][CH3:9])=[O:7])=[C:4]([CH3:12])[CH:3]=1.[C:13]([CH:15]1[CH2:19][CH2:18][CH2:17][CH2:16]1)#[CH:14]>C(N(CC)CC)C.[Cu](I)I.Cl[Pd](Cl)([P](C1C=CC=CC=1)(C1C=CC=CC=1)C1C=CC=CC=1)[P](C1C=CC=CC=1)(C1C=CC=CC=1)C1C=CC=CC=1>[CH:15]1([C:13]#[C:14][C:2]2[CH:11]=[CH:10][C:5]([C:6]([O:8][CH3:9])=[O:7])=[C:4]([CH3:12])[CH:3]=2)[CH2:19][CH2:18][CH2:17][CH2:16]1 |^1:32,51|. Run in C(C)N(CC)CC (triethylamine). Reaction conditions: temperature 80 celsius. The product is C1(CCCC1)C#CC1=CC(=C(C(=O)OC)C=C1)C (Methyl 4-(cyclopentylethynyl)-2-methylbenzoate). Reagents/catalysts: [Cu](I)I (copper iodide), Cl[Pd]([P](C1=CC=CC=C1)(C2=CC=CC=C2)C3=CC=CC=C3)([P](C4=CC=CC=C4)(C5=CC=CC=C5)C6=CC=CC=C6)Cl (PdCl2(PPh3)2). The reactants are BrC1=CC(=C(C(=O)OC)C=C1)C (Methyl 4-bromo-2-methylbenzoate), C(#C)C1CCCC1 (ethynylcyclopentane). Starting materials: CC(C)(C#N)c1cccc(C(=O)O)c1, CN(C)C=O, O=C(Cl)C(=O)Cl, Nc1cc(Oc2ccc3nc(NC(=O)C4CC4)cn3n2)ccc1F, [Na+], C1CCOC1, [OH-]. Yields the product CC(C)(C#N)c1cccc(C(=O)Nc2cc(Oc3ccc4nc(NC(=O)C5CC5)cn4n3)ccc2F)c1. RXN SMILES: [C:1](#[N:2])[C:3]([CH3:4])([CH3:5])[c:6]1[cH:7][c:8]([C:9](=[O:10])[OH:11])[cH:12][cH:13][cH:14]1.[CH3:21][N:22]([CH3:23])[CH:24]=[O:25].[Cl:15][C:16]([C:17]([Cl:18])=[O:19])=[O:20].[NH2:26][c:27]1[cH:28][c:29]([O:30][c:31]2[cH:32][cH:33][c:34]3[n:35]([n:36]2)[cH:37][c:38]([NH:40][C:41](=[O:42])[CH:43]2[CH2:44][CH2:45]2)[n:39]3)[cH:46][cH:47][c:48]1[F:49].[Na+:56].[O:50]1[CH2:51][CH2:52][CH2:53][CH2:54]1.[OH-:55]>>[C:1](#[N:2])[C:3]([CH3:4])([CH3:5])[c:6]1[cH:7][c:8]([C:9](=[O:11])[NH:26][c:27]2[cH:28][c:29]([O:30][c:31]3[cH:32][cH:33][c:34]4[n:35]([n:36]3)[cH:37][c:38]([NH:40][C:41](=[O:42])[CH:43]3[CH2:44][CH2:45]3)[n:39]4)[cH:46][cH:47][c:48]2[F:49])[cH:12][cH:13][cH:14]1. Starting materials: BrC1=NC=CC(=C1F)C (2-bromo-3-fluoro-4-methylpyridine), CN(C)C=O (DMF). The reagents and catalysts are C1(=CC=CC=C1)P(C1=CC=CC=C1)C1=CC=CC=C1.C1(=CC=CC=C1)P(C1=CC=CC=C1)C1=CC=CC=C1.C1(=CC=CC=C1)P(C1=CC=CC=C1)C1=CC=CC=C1.C1(=CC=CC=C1)P(C1=CC=CC=C1)C1=CC=CC=C1.[Pd] (palladium tetra(triphenylphosphine)), [C-]#N.[Zn+2].[C-]#N (zinc cyanide). Reaction conditions: temperature 90 celsius. Product: FC=1C(=NC=CC1C)C#N (3-fluoro-4-methylpyridine-2-carbonitrile). As a reaction SMILES: Br[C:2]1[C:7]([F:8])=[C:6]([CH3:9])[CH:5]=[CH:4][N:3]=1.[CH3:10][N:11](C=O)C>[C-]#N.[Zn+2].[C-]#N.C1(P(C2C=CC=CC=2)C2C=CC=CC=2)C=CC=CC=1.C1(P(C2C=CC=CC=2)C2C=CC=CC=2)C=CC=CC=1.C1(P(C2C=CC=CC=2)C2C=CC=CC=2)C=CC=CC=1.C1(P(C2C=CC=CC=2)C2C=CC=CC=2)C=CC=CC=1.[Pd]>[F:8][C:7]1[C:2]([C:10]#[N:11])=[N:3][CH:4]=[CH:5][C:6]=1[CH3:9] |f:2.3.4,5.6.7.8.9|. Procedure details: To a mixture of 2-bromo-3-fluoro-4-methylpyridine (4.89 g, 25.7 mmol) and zinc cyanide (3.02 g, 25.7 mmol) in DMF (45 mL) was added palladium tetra(triphenylphosphine) (2.97 g, 2.57 mmol). The mixture was degassed and then heated to 90° C. for 18 hours. After this time, the mixture was diluted with water (500 mL) and EtOAc (500 mL), filtered and the resulting layers were separated. The aqueous layer was further extracted with EtOAc (2×500 mL). The combined extracts were washed with water (300 mL... Starting materials: ClC1=NC2=C(N1)C=C(C=C2C2=CC(=C(C(=C2)F)F)F)C(F)(F)F (2-Chloro-6-(trifluoromethyl)-4-(3,4,5-trifluorophenyl)-1H-benzoimidazole), C[C@@H]1NCCNC1 ((S)-(+)-2-methylpiperazine). Product: C[C@H]1CN(CCN1)C1=NC2=C(N1)C(=CC(=C2)C(F)(F)F)C2=CC(=C(C(=C2)F)F)F (2-[(3S)-3-Methylpiperazin-1-yl]-5-(trifluoromethyl)-7-(3,4,5-trifluorophenyl)-1H-benzoimidazole). Reaction SMILES: Cl[C:2]1[NH:6][C:5]2[CH:7]=[C:8]([C:20]([F:23])([F:22])[F:21])[CH:9]=[C:10]([C:11]3[CH:16]=[C:15]([F:17])[C:14]([F:18])=[C:13]([F:19])[CH:12]=3)[C:4]=2[N:3]=1.[CH3:24][C@H:25]1[CH2:30][NH:29][CH2:28][CH2:27][NH:26]1>>[CH3:24][C@@H:25]1[NH:26][CH2:27][CH2:28][N:29]([C:2]2[NH:3][C:4]3[C:10]([C:11]4[CH:16]=[C:15]([F:17])[C:14]([F:18])=[C:13]([F:19])[CH:12]=4)=[CH:9][C:8]([C:20]([F:23])([F:22])[F:21])=[CH:7][C:5]=3[N:6]=2)[CH2:30]1. Procedure: 2-Chloro-6-(trifluoromethyl)-4-(3,4,5-trifluorophenyl)-1H-benzoimidazole (350 mg, 1 mmol, Example 51b) reacted with (S)-(+)-2-methylpiperazine (150 mg. 1.5 mmol, Aldrich) under the conditions of Example 3c to give the title compound as a light-brown solid. MS (ESI, pos. ion) m/z: 415 (M+1). The reactants are Brc1ncccn1, O=C(O)c1ccc(B(O)O)cc1, CC#N, [Na+], [Na+], O=C([O-])[O-]. Yields the product O=C(O)c1ccc(-c2ncccn2)cc1. As a reaction SMILES: [Br:13][c:14]1[n:15][cH:16][cH:17][cH:18][n:19]1.[C:1](=[O:2])([OH:3])[c:4]1[cH:5][cH:6][c:7]([B:10]([OH:11])[OH:12])[cH:8][cH:9]1.[CH3:26][C:27]#[N:28].[Na+:20].[Na+:21].[O-:22][C:23](=[O:24])[O-:25]>>[C:1](=[O:2])([OH:3])[c:4]1[cH:5][cH:6][c:7](-[c:14]2[n:15][cH:16][cH:17][cH:18][n:19]2)[cH:8][cH:9]1. The product is CC(C)CCC(=O)N1C(=O)OCC1Cc1ccccc1. Starting materials: C1CCOC1, [Li]CCCC, O=C1NC(Cc2ccccc2)CO1, CC(C)CCC(=O)Cl, CCCCCC, [Na+], O=C([O-])O. Reaction SMILES: [CH2:14]1[O:15][CH2:16][CH2:17][CH2:18]1.[CH2:19]([Li:20])[CH2:21][CH2:22][CH3:23].[CH2:1]([c:2]1[cH:3][cH:4][cH:5][cH:6][cH:7]1)[CH:8]1[NH:9][C:10](=[O:13])[O:11][CH2:12]1.[CH3:24][CH:25]([CH2:26][CH2:27][C:28](=[O:29])[Cl:30])[CH3:31].[CH3:37][CH2:38][CH2:39][CH2:40][CH2:41][CH3:42].[Na+:36].[O-:32][C:33]([OH:34])=[O:35]>>[CH2:1]([c:2]1[cH:3][cH:4][cH:5][cH:6][cH:7]1)[CH:8]1[N:9]([C:28]([CH2:27][CH2:26][CH:25]([CH3:24])[CH3:31])=[O:29])[C:10](=[O:13])[O:11][CH2:12]1.